Dataset: the Open Reaction Database (ORD), a public repository of structured organic reaction records. Task: describe an organic reaction: reactants, conditions, products, and yield Starting materials: ClC1=CC(=C(C(=C1)C)C(C)=O)C (1-(4-chloro-2,6-dimethylphenyl)ethanone), [Br-].[Br-].[Br-].C(CCC)[N+](CCCC)(CCCC)CCCC.C(CCC)[N+](CCCC)(CCCC)CCCC.C(CCC)[N+](CCCC)(CCCC)CCCC (tetrabutylammoniumtribromide). Solvent: C(C)#N (acetonitrile). Conditions: time 8 hour. Yields the product BrCC(=O)C1=C(C=C(C=C1C)Cl)C (2-bromo-1-(4-chloro-2,6-dimethylphenyl)ethanone). Isolated yield 102.0%. Reaction SMILES: [Cl:1][C:2]1[CH:7]=[C:6]([CH3:8])[C:5]([C:9](=[O:11])[CH3:10])=[C:4]([CH3:12])[CH:3]=1.[Br-:13].[Br-].[Br-].C([N+](CCCC)(CCCC)CCCC)CCC.C([N+](CCCC)(CCCC)CCCC)CCC.C([N+](CCCC)(CCCC)CCCC)CCC>C(#N)C>[Br:13][CH2:10][C:9]([C:5]1[C:4]([CH3:12])=[CH:3][C:2]([Cl:1])=[CH:7][C:6]=1[CH3:8])=[O:11] |f:1.2.3.4.5.6|. Reported procedure: To a solution of 1-(4-chloro-2,6-dimethylphenyl)ethanone (5.0 g, 27 mmol) in acetonitrile (54.8 mL) was added tetrabutylammoniumtribromide (TBABr3, 13.2 g, 27.4 mmol). The reaction was stirred at room temperature overnight. The solution was concentrated under reduced pressure, added with water, and extracted with ethyl acetate. The organic layer was washed with brine, dried over anhydrous MgSO4(s), and concentrated under reduced pressure to give 2-bromo-1-(4-chloro-2,6-dimethylphenyl)ethanone (7... Reactants: C(C)OC(C(=O)N(C)C)=O (N,N-dimethyl-oxalamic acid ethyl ester), BrC=1C=CC(=NC1)F (5-Bromo-2-fluoro-pyridine), C(C)(C)[N-]C(C)C.[Li+] (lithium N,N-diisopropylamide). The solvent is C1CCOC1 (THF), C1CCOC1 (THF). Run at temperature -78 celsius, time 2 hour. Product: BrC=1C=C(C(=NC1)F)C(C(=O)N(C)C)=O (2-(5-bromo-2-fluoro-pyridin-3-yl)-N,N-dimethyl-2-oxo-acetamide). The yield is 64.6%. Reaction SMILES: [Br:1][C:2]1[CH:3]=[CH:4][C:5]([F:8])=[N:6][CH:7]=1.C([N-]C(C)C)(C)C.[Li+].C([O:19][C:20](=O)[C:21]([N:23]([CH3:25])[CH3:24])=[O:22])C>C1COCC1>[Br:1][C:2]1[CH:3]=[C:4]([C:20](=[O:19])[C:21]([N:23]([CH3:25])[CH3:24])=[O:22])[C:5]([F:8])=[N:6][CH:7]=1 |f:1.2|. Procedure details: 5-Bromo-2-fluoro-pyridine (1 g, 5.68 mmol) in THF (1 mL) was added dropwise to a freshly prepared solution of lithium N,N-diisopropylamide (6.81 mmol) in THF at −78° C. The mixture was stirred 2 h at −78° C. The orange suspension was quickly added via cannula to a cold (−78° C.) solution of N,N-dimethyl-oxalamic acid ethyl ester (925.6 μL 6.81 mmol). After 1.5 h at −78° C., the reaction was quenched by addition of saturated NH4Cl solution and was allowed to warm to room temperature. The mixture ... Starting materials: COC1=CC=C(CN(C2=NC(=NC(=N2)C)C=2C=C(C=NC2NC=2C=NC(=CC2)OC)C(C2=CC=C(C=C2)S(=O)(=O)N(C)C)O)CC2=CC=C(C=C2)OC)C=C1 (4-((5-(4-(bis(4-methoxybenzyl)amino)-6-methyl-1,3,5-triazin-2-yl)-6-(6-methoxypyridin-3-ylamino)pyridin-3-yl)(hydroxy)methyl)-N,N-dimethylbenzenesulfonamide), N1=CC=CC=C1 (pyridine), crude product, CS(=O)(=O)Cl (methanesulfonyl chloride). Run in C(Cl)Cl (DCM), CCOC(=O)C (EtOAc), C(Cl)Cl (DCM), O1CCOCC1 (dioxane), C(Cl)Cl (DCM), O (water), C(Cl)Cl (DCM). Reaction conditions: time 8 hour. Product: CS(=O)(=O)OC(C1=CC=C(C=C1)S(N(C)C)(=O)=O)C=1C=NC(=C(C1)C1=NC(=NC(=N1)N(CC1=CC=C(C=C1)OC)CC1=CC=C(C=C1)OC)C)NC=1C=NC(=CC1)OC ((5-(4-(Bis(4-Methoxybenzyl)Amino)-6-Methyl-1,3,5-Triazin-2-yl)-6-(6-Methoxypyridin-3-Ylamino)Pyridin-3-yl)(4-(N,N-Dimethylsulfamoyl)Phenyl)Methyl Methanesulfonate). RXN SMILES: [CH3:1][O:2][C:3]1[CH:55]=[CH:54][C:6]([CH2:7][N:8]([CH2:45][C:46]2[CH:51]=[CH:50][C:49]([O:52][CH3:53])=[CH:48][CH:47]=2)[C:9]2[N:14]=[C:13]([CH3:15])[N:12]=[C:11]([C:16]3[CH:17]=[C:18]([CH:31]([OH:44])[C:32]4[CH:37]=[CH:36][C:35]([S:38]([N:41]([CH3:43])[CH3:42])(=[O:40])=[O:39])=[CH:34][CH:33]=4)[CH:19]=[N:20][C:21]=3[NH:22][C:23]3[CH:24]=[N:25][C:26]([O:29][CH3:30])=[CH:27][CH:28]=3)[N:10]=2)=[CH:5][CH:4]=1.N1C=CC=CC=1.[CH3:62][S:63](Cl)(=[O:65])=[O:64]>C(Cl)Cl.O.CCOC(C)=O.O1CCOCC1>[CH3:62][S:63]([O:44][CH:31]([C:18]1[CH:19]=[N:20][C:21]([NH:22][C:23]2[CH:24]=[N:25][C:26]([O:29][CH3:30])=[CH:27][CH:28]=2)=[C:16]([C:11]2[N:10]=[C:9]([N:8]([CH2:7][C:6]3[CH:5]=[CH:4][C:3]([O:2][CH3:1])=[CH:55][CH:54]=3)[CH2:45][C:46]3[CH:47]=[CH:48][C:49]([O:52][CH3:53])=[CH:50][CH:51]=3)[N:14]=[C:13]([CH3:15])[N:12]=2)[CH:17]=1)[C:32]1[CH:37]=[CH:36][C:35]([S:38](=[O:40])(=[O:39])[N:41]([CH3:43])[CH3:42])=[CH:34][CH:33]=1)(=[O:65])=[O:64]. Procedure details: A solution of 4-((5-(4-(bis(4-methoxybenzyl)amino)-6-methyl-1,3,5-triazin-2-yl)-6-(6-methoxypyridin-3-ylamino)pyridin-3-yl)(hydroxy)methyl)-N,N-dimethylbenzenesulfonamide (12.9 mg, 0.017 mmol) in DCM (0.2 mL) was treated with pyridine (20 μL, 0.25 mmol) followed by methanesulfonyl chloride (20 μL, 0.258 mmol). The mixture was allowed to stand overnight. Some crystals formed. The crystals were colorless and insoluble in DCM, but soluble in water. The mixture was diluted with DCM (10 mL) and washe... Starting materials: CC[O-].[Na+] (EtONa), C(#N)C1=C(C=C(C=C1)C1C(O1)C(=O)[O-])C (3-(4-cyano-3-methylphenyl)oxirane-2-carboxylate), O (water). Run in C(C)O (ethanol), C(C)O (ethanol). Reaction conditions: temperature 0 celsius, time 10 minute. The product is CC1=C(C#N)C=CC(=C1)CC=O (2-methyl-4-(2-oxoethyl)benzonitrile). Reaction SMILES: [C:1]([C:3]1[CH:8]=[CH:7][C:6]([CH:9]2[O:11][CH:10]2C([O-])=O)=[CH:5][C:4]=1[CH3:15])#[N:2].CC[O-].[Na+].O>C(O)C>[CH3:15][C:4]1[CH:5]=[C:6]([CH2:9][CH:10]=[O:11])[CH:7]=[CH:8][C:3]=1[C:1]#[N:2] |f:1.2|. Procedure: A solution of 3-(4-cyano-3-methylphenyl)oxirane-2-carboxylate (927 mg, 4.0 mmol) in 5 mL of dry ethanol was cooled to 0° C. Freshly prepared EtONa (5 mmol) in 4 mL of ethanol was added and stirred at 0° C. for 10 min. Then dropwise addition of 0.1 g of water, stirred at 0° C. for 2 hours, and the sodium salt of the epoxy compound was filtered. The sodium salt of the epoxy compound was then dissolved in 5 mL of water and added 5 mL of 1 N of HCl and 20 mL of toluene. The mixture was heated to ref... Reactants: OC[C@@H](O)[C@H](O)[C@@H](O)[C@@H](O)CO ((1) Sorbitol), ( 4 ), Divinylbenzene methacrylic acid copolymer 1, ( 2 ), ( 5 ), ( 1 ), ( 6 ), C([C@@H]1[C@H]([C@@H]([C@H]([C@H](O1)O[C@]2([C@H]([C@@H]([C@H](O2)CO)O)O)CO)O)O)O)O (Sucrose), C([C@@H]1[C@H]([C@@H]([C@H](C(=O)O1)O)O)O)O (Gluconolactone), Zeolite. Reaction conditions: time 37.5 minute. Product: C(=C)C1=C(C=CC=C1)C=C.C(C(=C)C)(=O)O (Divinylbenzene Methacrylic Acid). RXN SMILES: O[CH2:2][C@H:3]([C@@H:5]([C@H:7]([C@H](CO)O)O)O)O.[CH2:13](O)[C@H]1O[C@H](O[C@:21]2([CH2:30]O)O[C@H:24]([CH2:26]O)[C@@H:23](O)[C@@H:22]2O)[C@H](O)[C@@H](O)[C@@H]1O.C(O)[C@H]1[O:43][C:41](=[O:42])[C@H:40](O)[C@@H:39](O)[C@@H]1O>>[CH:5]([C:3]1[CH:2]=[CH:26][CH:24]=[CH:23][C:22]=1[CH:21]=[CH2:30])=[CH2:7].[C:41]([OH:43])(=[O:42])[C:40]([CH3:13])=[CH2:39] |f:3.4|. Reported procedure: Ingredients. (1) Diglycerol 10.0 (2) Sucrose 74.0 (3) Gluconolactone (10% solution in water) 10.0 (4) Preservative 1.0 (5) Divinylbenzene/methacrylic acid copolymer 1.0 (6) Zeolite 4.0. Procedure. Mix (2) to (5) and heat at 90 to 120 C. for 30 to 45 minutes to a clear liquid. Add (1) and (6) and mix. Cool to room temperature. An opaque mobile sticky liquid is obtained. The reactants are CC(CN1C=CC2=C(C(=CC=C12)O)CCC)(C)C (1-(2,2-dimethylpropyl)-4-propyl-1H-indol-5-ol), BrCCCCOC1=CC=C(C#N)C=C1 (4-(4-bromobutoxy)benzonitrile), C(=O)([O-])[O-].[K+].[K+] (K2CO3), CC(CN1C=CC2=C(C(=CC=C12)O)CCC)(C)C (1-(2,2-dimethylpropyl)-4-propyl-1H-indol-5-ol), C[Si](C)(C)N=[N+]=[N-] (trimethylsilylazide), C(CCC)[Sn](CCCC)=O (dibutyltin oxide), BrCCCCOC1=CC=C(C#N)C=C1 (4-(4-bromobutoxy)benzonitrile), C(=O)([O-])[O-].[K+].[K+] (K2CO3), BrCCCCOC1=CC=C(C#N)C=C1 (4-(4-bromobutoxy)benzonitrile), C(=O)([O-])[O-].[K+].[K+] (K2CO3). Solvent: CN(C)C=O (DMF), C1(=CC=CC=C1)C (toluene), CN(C)C=O (DMF). Reaction conditions: temperature 90 celsius, time 22 hour. The product is CC(CN1C=CC2=C(C(=CC=C12)OCCCCOC1=CC=C(C=C1)C1=NN=NN1)CCC)(C)C (1-(2,2-dimethylpropyl)-4-propyl-5-{4-[4-(1H-tetrazol-5-yl)phenoxy]butoxy}-1H-indole). As a reaction SMILES: [CH3:1][C:2]([CH3:18])([CH3:17])[CH2:3][N:4]1[C:12]2[C:7](=[C:8]([CH2:14][CH2:15][CH3:16])[C:9]([OH:13])=[CH:10][CH:11]=2)[CH:6]=[CH:5]1.Br[CH2:20][CH2:21][CH2:22][CH2:23][O:24][C:25]1[CH:32]=[CH:31][C:28]([C:29]#[N:30])=[CH:27][CH:26]=1.C([O-])([O-])=O.[K+].[K+].C[Si]([N:43]=[N+:44]=[N-:45])(C)C.C([Sn](=O)CCCC)CCC>C1(C)C=CC=CC=1.CN(C=O)C>[CH3:1][C:2]([CH3:17])([CH3:18])[CH2:3][N:4]1[C:12]2[C:7](=[C:8]([CH2:14][CH2:15][CH3:16])[C:9]([O:13][CH2:20][CH2:21][CH2:22][CH2:23][O:24][C:25]3[CH:32]=[CH:31][C:28]([C:29]4[NH:45][N:44]=[N:43][N:30]=4)=[CH:27][CH:26]=3)=[CH:10][CH:11]=2)[CH:6]=[CH:5]1 |f:2.3.4|. Procedure: 5-(Allyloxy)-1H-indole (8.0 g, 46 mmol) was added in 1 g portions to a mixture of NaH (3.5 g, 60 wt %, 88 mmol) and DMF (80 ml) at 0° C. under N2. The reaction was allowed to warm to rt and then 1-Iodo-2,2-dimethylpropane (20 mL, 0.15 mol) was added. After stirring for 15 h, the mixture was heated at 70° C. for 8 h and then allowed to cool to rt. The reaction mixture was concentrated, diluted with water (200 mL), and extracted with ethyl acetate (100 mL×2). The combined organic extracts were dri... The reactants are BrB(Br)Br, COC(=O)c1cc2c(OC)cccc2[nH]1, ClCCl. The product is COC(=O)c1cc2c(O)cccc2[nH]1. Reaction SMILES: [B:1]([Br:2])([Br:3])[Br:4].[CH3:5][O:6][c:7]1[c:8]2[cH:9][c:10]([C:16](=[O:17])[O:18][CH3:19])[nH:11][c:12]2[cH:13][cH:14][cH:15]1.[Cl:20][CH2:21][Cl:22]>>[OH:6][c:7]1[c:8]2[cH:9][c:10]([C:16](=[O:17])[O:18][CH3:19])[nH:11][c:12]2[cH:13][cH:14][cH:15]1. The reactants are O=C([O-])[O-], CCOC(=O)c1ccccc1N, CC(C)=O, CCOC(=O)Cl, [K+], [K+], O. Product: CCOC(=O)Nc1ccccc1C(=O)OCC. Reaction SMILES: [C:13](=[O:14])([O-:15])[O-:16].[CH2:1]([CH3:2])[O:3][C:4]([c:5]1[c:6]([NH2:11])[cH:7][cH:8][cH:9][cH:10]1)=[O:12].[CH3:25][C:26](=[O:27])[CH3:28].[Cl:19][C:20](=[O:21])[O:22][CH2:23][CH3:24].[K+:17].[K+:18].[OH2:29]>>[CH2:1]([CH3:2])[O:3][C:4]([c:5]1[c:6]([NH:11][C:20](=[O:21])[O:22][CH2:23][CH3:24])[cH:7][cH:8][cH:9][cH:10]1)=[O:12]. Starting materials: BrC=1C=C(C(=O)O)C=C(C1)C(F)(F)F (3-bromo-5-(trifluoromethyl)benzoic acid), ClC1=C(C=CC=C1)C1=C(C=NC=C1)NC ([4-(2-chloro-phenyl)-pyridin-3-yl]-methyl-amine), C[Si](C)(C)[N-][Si](C)(C)C.[Li+] (lithium bis(trimethylsilyl)amide), BrC=1C=C(C(=O)Cl)C=C(C1)C(F)(F)F (3-bromo-5-trifluoromethyl-benzoyl chloride). Solvent: S(=O)(Cl)Cl (thionylchloride), C1CCOC1 (THF). Run at temperature -78 celsius, time 10 minute. The product is BrC=1C=C(C(=O)N(C)C=2C=NC=CC2C2=C(C=CC=C2)Cl)C=C(C1)C(F)(F)F (3-Bromo-N-[4-(2-chloro-phenyl)-pyridin-3-yl]-N-methyl-5-trifluoromethyl-benzamide). RXN SMILES: [Cl:1][C:2]1[CH:7]=[CH:6][CH:5]=[CH:4][C:3]=1[C:8]1[CH:13]=[CH:12][N:11]=[CH:10][C:9]=1[NH:14][CH3:15].C[Si]([N-][Si](C)(C)C)(C)C.[Li+].[Br:26][C:27]1[CH:28]=[C:29]([CH:33]=[C:34]([C:36]([F:39])([F:38])[F:37])[CH:35]=1)[C:30](Cl)=[O:31].BrC1C=C(C=C(C(F)(F)F)C=1)C(O)=O>C1COCC1.S(Cl)(Cl)=O>[Br:26][C:27]1[CH:28]=[C:29]([CH:33]=[C:34]([C:36]([F:39])([F:38])[F:37])[CH:35]=1)[C:30]([N:14]([C:9]1[CH:10]=[N:11][CH:12]=[CH:13][C:8]=1[C:3]1[CH:4]=[CH:5][CH:6]=[CH:7][C:2]=1[Cl:1])[CH3:15])=[O:31] |f:1.2|. Reported procedure: To a solution of [4-(2-chloro-phenyl)-pyridin-3-yl]-methyl-amine (300 mg, 1.37 mmol, prepared according to DE10008042) in THF (3 mL) was added dropwise lithium bis(trimethylsilyl)amide (1M solution in THF, 1.44 mL, 1.44 mmol) at −78° C. The reaction mixture was stirred for 10 minutes at −78° C. A solution of 3-bromo-5-trifluoromethyl-benzoyl chloride (prepared by stirring 3-bromo-5-(trifluoromethyl)benzoic acid (406 mg, 1.51 mmol, CAS RN 328-67-6) in thionylchloride (3 mL) at 100° C. for 1 hour.... The reactants are O (Water), ClCC(=O)NC=1C=NC(=CC1)OC=1C=C2CCC(OC2=CC1)C1=CC=CC=C1 (2-chloro-N-[6-(2-phenylchroman-6-yloxy)-pyridin-3-yl]-acetamide), C([O-])([O-])=O.[K+].[K+] (potassium carbonate), N1CCOCC1 (morpholine). Solvent: C(C)#N (acetonitrile). The product is N1(CCOCC1)CC(=O)NC=1C=NC(=CC1)OC=1C=C2CCC(OC2=CC1)C1=CC=CC=C1 (2-Morpholin-4-yl-N-[6-(2-phenylchroman-6-yloxy)-pyridin-3-yl]-acetamide), hydrochloride salt. Reaction SMILES: Cl[CH2:2][C:3]([NH:5][C:6]1[CH:7]=[N:8][C:9]([O:12][C:13]2[CH:14]=[C:15]3[C:20](=[CH:21][CH:22]=2)[O:19][CH:18]([C:23]2[CH:28]=[CH:27][CH:26]=[CH:25][CH:24]=2)[CH2:17][CH2:16]3)=[CH:10][CH:11]=1)=[O:4].C(=O)([O-])[O-].[K+].[K+].[NH:35]1[CH2:40][CH2:39][O:38][CH2:37][CH2:36]1.O>C(#N)C>[N:35]1([CH2:2][C:3]([NH:5][C:6]2[CH:7]=[N:8][C:9]([O:12][C:13]3[CH:14]=[C:15]4[C:20](=[CH:21][CH:22]=3)[O:19][CH:18]([C:23]3[CH:28]=[CH:27][CH:26]=[CH:25][CH:24]=3)[CH2:17][CH2:16]4)=[CH:10][CH:11]=2)=[O:4])[CH2:40][CH2:39][O:38][CH2:37][CH2:36]1 |f:1.2.3|. Procedure details: To a solution of 2-chloro-N-[6-(2-phenylchroman-6-yloxy)-pyridin-3-yl]-acetamide (200 mg) in acetonitrile was added potassium carbonate (133 mg) and morpholine (53 mg). The mixture was stirred at room temperature. Water was added to the reaction mixture. Solution was extracted with ethyl acetate. Organic extract was dried and evaporated. 2-Morpholin-4-yl-N-[6-(2-phenylchroman-6-yloxy)-pyridin-3-yl]-acetamide was isolated as its hydrochloride salt. 1H-NMR (400 MHz; d6-DMSO) δ: 11.1 (s, 1H), 8.38 ...